From a dataset of the Open Reaction Database (ORD), a public repository of structured organic reaction records. describe an organic reaction: reactants, conditions, products, and yield Starting materials: Cl (hydrochloric acid), CC1=C(OCC(=O)OC)C=CC=C1Cl (methyl (2-methyl-3-chlorophenoxy)acetate), C1(CCCC1)(C(=O)Cl)C(=O)Cl (cyclopentane-1,1-dicarbonyl chloride), [Cl-].[Al+3].[Cl-].[Cl-] (aluminum chloride). Run in C(Cl)Cl (methylene chloride). Conditions: temperature 25 celsius, time 18 hour. The product is O=C1C2(C(C3=C(C(=C(C=C13)OCC(=O)OC)C)Cl)=O)CCCC2 (methyl [1',3'-dioxo-4'-chloro-5'-methyl-spiro(cyclopentane-1,2'-indan)-6'-yloxy]acetate). RXN SMILES: [CH3:1][C:2]1[C:13]([Cl:14])=[CH:12][CH:11]=[CH:10][C:3]=1[O:4][CH2:5][C:6]([O:8][CH3:9])=[O:7].[C:15]1([C:23](Cl)=[O:24])([C:20](Cl)=[O:21])[CH2:19][CH2:18][CH2:17][CH2:16]1.[Cl-].[Al+3].[Cl-].[Cl-].Cl>C(Cl)Cl>[O:21]=[C:20]1[C:11]2[C:12](=[C:13]([Cl:14])[C:2]([CH3:1])=[C:3]([O:4][CH2:5][C:6]([O:8][CH3:9])=[O:7])[CH:10]=2)[C:23](=[O:24])[C:15]21[CH2:19][CH2:18][CH2:17][CH2:16]2 |f:2.3.4.5|. Procedure: A stirred solution of methyl (2-methyl-3-chlorophenoxy)acetate (3.7 g., 0.0172 mole) and cyclopentane-1,1-dicarbonyl chloride (3.5 g., 0.018 mole) in methylene chloride (200 ml.) is cooled to 0°C. and treated with aluminum chloride (7.2 g., 0.054 mole) in several portions during a 15 minute period. The reaction is stirred at 25°C. for 18 hours than at reflux for 5 hours, cooled and poured into 1N-hydrochloric acid. Evaporation of the methylene chloride at reduced pressure affords methyl [1',3'-d...